This data is from the Open Reaction Database (ORD), a public repository of structured organic reaction records. The task is: describe an organic reaction: reactants, conditions, products, and yield Reactants: PTFE, CN (methylamine), CCO (EtOH), N-(4-((1S,3R)-3-aminocyclohexyl)pyridin-3-3-yl)-2-(2,6-difluorophenyl)imidazo[1,5-b]pyridazin-7-amine, FC(C(=O)O)(F)F.FC(C(=O)O)(F)F.FC1=C(C(=CC=C1)F)C=1C=CC=2N(N1)C(=NC2)NC=2C=NC=CC2[C@@H]2C[C@@H](CCC2)N2C(C1=CC=CC=C1C2=O)=O (2-((1R,3S)-3-(3-((2-(2,6-difluorophenyl)imidazo[1,5-b]pyridazin-7-yl)amino)-4-pyridinyl)cyclohexyl)-1H-isoindole-1,3(2 H)-dione bis(2,2,2-trifluoroacetate)), FC(C(=O)O)(F)F.FC(C(=O)O)(F)F.FC1=C(C(=CC=C1)F)C=1C=CC=2N(N1)C(=NC2)NC=2C=NC=CC2[C@H]2C[C@H](CCC2)N2C(C1=CC=CC=C1C2=O)=O (2-((1S,3R)-3-(3-((2-(2,6-difluorophenyl)imidazo[1,5-b]pyridazin-7-yl)amino)-4-pyridinyl)cyclohexyl)-1H-isoindole-1,3(2 H)-dione bis(2,2,2-trifluoroacetate)), FC(C(=O)O)(F)F.FC(C(=O)O)(F)F.N[C@@H]1C[C@@H](CCC1)C1=C(C=NC=C1)NC1=NC=C2N1N=C(C=C2)C2=C(C=CC=C2F)F (N-(4-((1R,3S)-3-aminocyclohexyl)pyridin-3-yl)-2-(2,6-difluorophenyl)imidazo[1,5-b]pyridazin-7-amine bis(2,2,2-trifluoroacetate)), FC(C(=O)O)(F)F.FC(C(=O)O)(F)F.FC1=C(C(=CC=C1)F)C=1C=CC=2N(N1)C(=NC2)NC=2C=NC=CC2[C@H]2C[C@H](CCC2)N2C(C1=CC=CC=C1C2=O)=O (2-((1S,3R)-3-(3-((2-(2,6-difluorophenyl)imidazo[1,5-b]pyridazin-7-yl)amino)-4-pyridinyl)cyclohexyl)-1H-isoindole-1,3(2 H)-dione bis(2,2,2-trifluoroacetate)). Product: FC(C(=O)O)(F)F.FC(C(=O)O)(F)F.N[C@@H]1C[C@@H](CCC1)C1=C(C=NC=C1)NC1=NC=C2N1N=C(C=C2)C2=C(C=CC=C2F)F (N-(4-((1R,3S)-3-aminocyclohexyl)pyridin-3-yl)-2-(2,6-difluorophenyl)-imidazo[1,5-b]pyridazin-7-amine bis(2,2,2-trifluoroacetate)), N[C@H]1C[C@H](CCC1)C1=C(C=NC=C1)NC1=NC=C2N1N=C(C=C2)C2=C(C=CC=C2F)F (N-(4-((1S,3R)-3-aminocyclohexyl)pyridin-3-yl)-2-(2,6-difluorophenyl)imidazo[1,5-b]pyridazin-7-amine), FC(C(=O)O)(F)F.FC(C(=O)O)(F)F.FC1=C(C(=CC=C1)F)C=1C=CC=2N(N1)C(=NC2)NC=2C=NC=CC2[C@H]2C[C@H](CCC2)N2C(C1=CC=CC=C1C2=O)=O (2-((1S,3R)-3-(3-((2-(2,6-difluorophenyl)imidazo[1,5-b]pyridazin-7-yl)amino)-4-pyridinyl)cyclohexyl)-1H-isoindole-1,3(2 H)-dione bis(2,2,2-trifluoroacetate)). Yield: 46.0%. As a reaction SMILES: [F:1][C:2]([F:7])([F:6])[C:3]([OH:5])=[O:4].F[C:9]([F:14])(F)[C:10]([OH:12])=O.[NH2:15][C@H:16]1[CH2:21][CH2:20][CH2:19][C@@H:18]([C:22]2[CH:27]=[CH:26][N:25]=[CH:24][C:23]=2[NH:28][C:29]2[N:33]3[N:34]=[C:35]([C:38]4[C:43]([F:44])=[CH:42][CH:41]=[CH:40][C:39]=4[F:45])[CH:36]=[CH:37][C:32]3=[CH:31][N:30]=2)[CH2:17]1.F[C:47](F)(F)[C:48](O)=O.F[C:54](F)(F)[C:55](O)=O.F[C:61]1C=CC=C(F)[C:62]=1C1C=CC2N(C(NC3C=NC=CC=3[C@@H]3CCC[C@H](N4C(=O)C5C(=CC=CC=5)C4=O)C3)=NC=2)N=1.FC(F)(F)C(O)=O.FC(F)(F)C(O)=O.FC1C=CC=C(F)C=1C1C=CC2N(C(NC3C=NC=CC=3[C@H]3CCC[C@@H](N4C(=O)C5C(=CC=CC=5)C4=O)C3)=NC=2)N=1.CN.CCO>>[F:1][C:2]([F:7])([F:6])[C:3]([OH:5])=[O:4].[F:1][C:2]([F:7])([F:6])[C:3]([OH:5])=[O:4].[NH2:15][C@H:16]1[CH2:21][CH2:20][CH2:19][C@@H:18]([C:22]2[CH:27]=[CH:26][N:25]=[CH:24][C:23]=2[NH:28][C:29]2[N:33]3[N:34]=[C:35]([C:10]4[C:2]([F:7])=[CH:3][CH:48]=[CH:47][C:9]=4[F:14])[CH:36]=[CH:37][C:32]3=[CH:31][N:30]=2)[CH2:17]1.[NH2:15][C@@H:16]1[CH2:21][CH2:20][CH2:19][C@H:18]([C:22]2[CH:27]=[CH:26][N:25]=[CH:24][C:23]=2[NH:28][C:29]2[N:33]3[N:34]=[C:35]([C:10]4[C:2]([F:7])=[CH:3][CH:55]=[CH:54][C:9]=4[F:14])[CH:36]=[CH:37][C:32]3=[CH:31][N:30]=2)[CH2:17]1.[F:1][C:2]([F:7])([F:6])[C:3]([OH:5])=[O:4].[F:1][C:2]([F:7])([F:6])[C:3]([OH:5])=[O:4].[F:44][C:43]1[CH:42]=[CH:41][CH:40]=[C:39]([F:45])[C:38]=1[C:35]1[CH:36]=[CH:37][C:32]2[N:33]([C:29]([NH:28][C:23]3[CH:24]=[N:25][CH:26]=[CH:27][C:22]=3[C@@H:18]3[CH2:19][CH2:20][CH2:21][C@H:16]([N:15]4[C:3](=[O:5])[C:2]5[C:9](=[CH:61][CH:62]=[CH:47][CH:48]=5)[C:10]4=[O:12])[CH2:17]3)=[N:30][CH:31]=2)[N:34]=1 |f:0.1.2,3.4.5,6.7.8,11.12.13,15.16.17|. Reported procedure: N-(4-((1R,3S)-3-aminocyclohexyl)pyridin-3-yl)-2-(2,6-difluorophenyl)imidazo[1,5-b]pyridazin-7-amine bis(2,2,2-trifluoroacetate) and N-(4-((1S,3R)-3-aminocyclohexyl)pyridin-3-3-yl)-2-(2,6-difluorophenyl)imidazo[1,5-b]pyridazin-7-amine bis(2,2,2-trifluoroacetate (1/1). A dry, 5 mL microwave pressure vessel was charged with 2-((1R,3S)-3-(3-((2-(2,6-difluorophenyl)imidazo[1,5-b]pyridazin-7-yl)amino)-4-pyridinyl)cyclohexyl)-1H-isoindole-1,3(2 H)-dione bis(2,2,2-trifluoroacetate) and 2-((1S,3R)-3-(3-(... RXN SMILES: [CH3:1][N:2]([N:4]=[N:5][C:6]1[CH:10]=[C:9]([C:11]([CH3:14])([CH3:13])[CH3:12])[Se:8][C:7]=1[C:15]([O:17]CC)=[O:16])[CH3:3].[OH-].[Na+].Cl>CO.O>[CH3:1][N:2]([N:4]=[N:5][C:6]1[CH:10]=[C:9]([C:11]([CH3:12])([CH3:13])[CH3:14])[Se:8][C:7]=1[C:15]([OH:17])=[O:16])[CH3:3] |f:1.2|. Conditions: time 16 hour. Procedure: To a solution of ethyl 3-[(dimethylamino)diazenyl]-5-(tert-butyl)selenophene-2-carboxylate (400 mg, 1.2 mmol) prepared as described in Example 4 step c) in methanol (10 mL) was added a solution of sodium hydroxide (240 mg, 6.04 mmol) in water (5 mL) and stirred at room temperature (rt) for 16 h. The mixture was diluted with ice cold water and acidified with dil. HCl. The mixture was stirred for 30 min and the precipitated solid was filtered, washed with water and dried. The product was recrystal... The solvent is O (water), CO (methanol). Starting materials: CN(C)N=NC1=C([Se]C(=C1)C(C)(C)C)C(=O)OCC (ethyl 3-[(dimethylamino)diazenyl]-5-(tert-butyl)selenophene-2-carboxylate), [OH-].[Na+] (sodium hydroxide), Cl (HCl). The yield is 44.1%. Product: CN(C)N=NC1=C([Se]C(=C1)C(C)(C)C)C(=O)O (3-[(dimethylamino)diazenyl]-5-(tert-butyl)selenophene-2-carboxylic acid).